From a dataset of the Open Reaction Database (ORD), a public repository of structured organic reaction records. describe an organic reaction: reactants, conditions, products, and yield The reactants are NC(=O)Cc1ccc(Br)cc1F, CS(C)=O, [Na+], [OH-]. Product: O=C(O)Cc1ccc(Br)cc1F. As a reaction SMILES: [Br:1][c:2]1[cH:3][c:4]([F:12])[c:5]([CH2:8][C:9](=[O:10])[NH2:11])[cH:6][cH:7]1.[CH3:13][S:14](=[O:15])[CH3:16].[Na+:18].[OH-:17]>>[Br:1][c:2]1[cH:3][c:4]([F:12])[c:5]([CH2:8][C:9](=[O:10])[OH:15])[cH:6][cH:7]1.